From a dataset of the Open Reaction Database (ORD), a public repository of structured organic reaction records. describe an organic reaction: reactants, conditions, products, and yield Reactants: COc1ccc2c(n1)C(NCc1cc(C(F)(F)F)cc(C(F)(F)F)c1)CC(C)N2C(=O)OC(C)C, CCOC(=O)Cl, c1ccncc1. Product: CCOC(=O)N(Cc1cc(C(F)(F)F)cc(C(F)(F)F)c1)C1CC(C)N(C(=O)OC(C)C)c2ccc(OC)nc21. RXN SMILES: [CH:13]([CH3:14])([CH3:15])[O:16][C:17](=[O:18])[N:19]1[CH:20]([CH3:47])[CH2:21][CH:22]([NH:31][CH2:32][c:33]2[cH:34][c:35]([C:43]([F:44])([F:45])[F:46])[cH:36][c:37]([C:39]([F:40])([F:41])[F:42])[cH:38]2)[c:23]2[n:24][c:25]([O:29][CH3:30])[cH:26][cH:27][c:28]21.[Cl:1][C:2](=[O:3])[O:4][CH2:5][CH3:6].[cH:7]1[cH:8][cH:9][n:10][cH:11][cH:12]1>>[C:2](=[O:3])([O:4][CH2:5][CH3:6])[N:31]([CH:22]1[CH2:21][CH:20]([CH3:47])[N:19]([C:17]([O:16][CH:13]([CH3:14])[CH3:15])=[O:18])[c:28]2[c:23]1[n:24][c:25]([O:29][CH3:30])[cH:26][cH:27]2)[CH2:32][c:33]1[cH:34][c:35]([C:43]([F:44])([F:45])[F:46])[cH:36][c:37]([C:39]([F:40])([F:41])[F:42])[cH:38]1. The reactants are ClC1=C2C(=NC=C1B(O)O)N(C=C2C2=C(C=CC(=C2)F)OC)COCC[Si](C)(C)C (4-chloro-3-(5-fluoro-2-methoxy-phenyl)-1-(2-trimethylsilanyl-ethoxymethyl)-1H-pyrrolo[2,3-b]pyridine-5-boronic acid), CN(C(=O)C1=NC(=CN=C1N)I)C (3-amino-6-iodo-pyrazine-2-carboxylic acid dimethylamide), saturated aqueous solution, C([O-])(O)=O.[Na+] (sodium bicarbonate). Reagents/catalysts: ClCCl.[Pd](Cl)Cl.C1(=CC=CC=C1)P([C-]1C=CC=C1)C1=CC=CC=C1.[C-]1(C=CC=C1)P(C1=CC=CC=C1)C1=CC=CC=C1.[Fe+2] (1,1′-bis(diphenylphosphino)ferrocene palladium(II)-dichloride dichloromethane). Run in C(C)#N (acetonitrile), C1(=CC=CC=C1)C (toluene). Run at temperature 110 celsius. The product is CN(C(=O)C1=NC(=CN=C1N)C=1C(=C2C(=NC1)N(C=C2C2=C(C=CC(=C2)F)OC)COCC[Si](C)(C)C)Cl)C (3-amino-6-[4-chloro-3-(5-fluoro-2-methoxy-phenyl)-1-(2-trimethylsilanyl-ethoxymethyl)-1H-pyrrolo[2,3-b]pyridin-5-yl]-pyrazine-2-carboxylic acid dimethylamide). The yield is 47.3%. Reaction SMILES: [Cl:1][C:2]1[C:7](B(O)O)=[CH:6][N:5]=[C:4]2[N:11]([CH2:23][O:24][CH2:25][CH2:26][Si:27]([CH3:30])([CH3:29])[CH3:28])[CH:12]=[C:13]([C:14]3[CH:19]=[C:18]([F:20])[CH:17]=[CH:16][C:15]=3[O:21][CH3:22])[C:3]=12.[CH3:31][N:32]([CH3:43])[C:33]([C:35]1[C:40]([NH2:41])=[N:39][CH:38]=[C:37](I)[N:36]=1)=[O:34].C(=O)(O)[O-].[Na+]>C(#N)C.C1(C)C=CC=CC=1.ClCCl.[Pd](Cl)Cl.C1(P(C2C=CC=CC=2)[C-]2C=CC=C2)C=CC=CC=1.[C-]1(P(C2C=CC=CC=2)C2C=CC=CC=2)C=CC=C1.[Fe+2]>[CH3:31][N:32]([CH3:43])[C:33]([C:35]1[C:40]([NH2:41])=[N:39][CH:38]=[C:37]([C:7]2[C:2]([Cl:1])=[C:3]3[C:13]([C:14]4[CH:19]=[C:18]([F:20])[CH:17]=[CH:16][C:15]=4[O:21][CH3:22])=[CH:12][N:11]([CH2:23][O:24][CH2:25][CH2:26][Si:27]([CH3:30])([CH3:29])[CH3:28])[C:4]3=[N:5][CH:6]=2)[N:36]=1)=[O:34] |f:2.3,6.7.8.9.10|. Reported procedure: 42 mg (93 μmol) of 4-chloro-3-(5-fluoro-2-methoxy-phenyl)-1-(2-trimethylsilanyl-ethoxymethyl)-1H-pyrrolo[2,3-b]pyridine-5-boronic acid, 5 mg (6 μmol) of (1,1′-bis(diphenylphosphino)ferrocene palladium(II)-dichloride dichloromethane adduct and 41 mg (0.14 mmol) of 3-amino-6-iodo-pyrazine-2-carboxylic acid dimethylamide were dissolved in a mixture of 1 mL of acetonitrile and 1 mL of toluene. 2 mL of a saturated aqueous solution of sodium bicarbonate was added and the resulting mixture heated in cl... Starting materials: [Al+3], [Cl-], [Cl-], [Cl-], COc1ccc(Cl)c(OC)c1, ClCCl, O=C(Cl)c1ccc(F)cc1. Product: COc1cc(OC)c(C(=O)c2ccc(F)cc2)cc1Cl. As a reaction SMILES: [Al+3:13].[Cl-:12].[Cl-:14].[Cl-:15].[Cl:1][c:2]1[c:3]([O:10][CH3:11])[cH:4][c:5]([O:8][CH3:9])[cH:6][cH:7]1.[Cl:26][CH2:27][Cl:28].[F:16][c:17]1[cH:18][cH:19][c:20]([C:21](=[O:22])[Cl:23])[cH:24][cH:25]1>>[Cl:1][c:2]1[c:3]([O:10][CH3:11])[cH:4][c:5]([O:8][CH3:9])[c:6]([C:21]([c:20]2[cH:19][cH:18][c:17]([F:16])[cH:25][cH:24]2)=[O:22])[cH:7]1. Reactants: C=O, CCO, O=[N+]([O-])C=C1NCCN1Cc1ccc(Cl)nc1, C[Si](C)(C)CS. Product: C[Si](C)(C)CSCC(=C1NCCN1Cc1ccc(Cl)nc1)[N+](=O)[O-]. RXN SMILES: [CH2:18]=[O:19].[CH3:26][CH2:27][OH:28].[Cl:1][c:2]1[cH:3][cH:4][c:5]([CH2:8][N:9]2[C:10](=[CH:14][N+:15](=[O:16])[O-:17])[NH:11][CH2:12][CH2:13]2)[cH:6][n:7]1.[SH:20][CH2:21][Si:22]([CH3:23])([CH3:24])[CH3:25]>>[Cl:1][c:2]1[cH:3][cH:4][c:5]([CH2:8][N:9]2[C:10](=[C:14]([N+:15](=[O:16])[O-:17])[CH2:18][S:20][CH2:21][Si:22]([CH3:23])([CH3:24])[CH3:25])[NH:11][CH2:12][CH2:13]2)[cH:6][n:7]1.